This data is from the Open Reaction Database (ORD), a public repository of structured organic reaction records. The task is: describe an organic reaction: reactants, conditions, products, and yield Starting materials: COC(=O)COc1ccc(Br)cc1-c1ccno1, CC(C)C[AlH]CC(C)C, NCCNS(=O)(=O)c1cccc2cnccc12. Yields the product O=S(=O)(NCCNCCOc1ccc(Br)cc1-c1ccno1)c1cccc2cnccc12. Reaction SMILES: [CH3:10][O:11][C:12]([CH2:13][O:14][c:15]1[c:16](-[c:22]2[cH:23][cH:24][n:25][o:26]2)[cH:17][c:18]([Br:21])[cH:19][cH:20]1)=[O:27].[CH3:1][CH:2]([CH2:3][AlH:4][CH2:5][CH:6]([CH3:7])[CH3:8])[CH3:9].[NH2:28][CH2:29][CH2:30][NH:31][S:32](=[O:33])(=[O:34])[c:35]1[c:36]2[cH:37][cH:38][n:39][cH:40][c:41]2[cH:42][cH:43][cH:44]1>>[CH2:12]([CH2:13][O:14][c:15]1[c:16](-[c:22]2[cH:23][cH:24][n:25][o:26]2)[cH:17][c:18]([Br:21])[cH:19][cH:20]1)[NH:28][CH2:29][CH2:30][NH:31][S:32](=[O:33])(=[O:34])[c:35]1[c:36]2[cH:37][cH:38][n:39][cH:40][c:41]2[cH:42][cH:43][cH:44]1. The reactants are O=C(n1ccnc1)n1ccnc1, CC(COCOCc1ccccc1)C(=O)O, O=C(O)CC(=O)OCc1ccccc1, [Mg]. As a reaction SMILES: [C:17]([n:18]1[cH:19][cH:20][n:21][cH:22]1)([n:23]1[cH:24][cH:25][n:26][cH:27]1)=[O:28].[CH2:1]([c:2]1[cH:3][cH:4][cH:5][cH:6][cH:7]1)[O:8][CH2:9][O:10][CH2:11][CH:12]([C:13](=[O:14])[OH:15])[CH3:16].[CH2:30]([c:31]1[cH:32][cH:33][cH:34][cH:35][cH:36]1)[O:37][C:38]([CH2:39][C:40]([OH:41])=[O:42])=[O:43].[Mg:29]>>[CH2:1]([c:2]1[cH:3][cH:4][cH:5][cH:6][cH:7]1)[O:8][CH2:9][O:10][CH2:11][CH:12]([C:13](=[O:15])[CH2:39][C:38]([O:37][CH2:30][c:31]1[cH:32][cH:33][cH:34][cH:35][cH:36]1)=[O:43])[CH3:16]. Yields the product CC(COCOCc1ccccc1)C(=O)CC(=O)OCc1ccccc1. Reactants: [OH-].[Na+] (NaOH), N1=CN=C(C=C1)NC(=O)N1CC(C1)OC1=NC=C(C=C1)I (3-(5-iodo-pyridin-2-yloxy)-azetidine-1-carboxylic acid pyrimidin-4-ylamide), C([O-])([O-])=O.[K+].[K+] (potassium carbonate), COCCOC=1C=C(C=CC1)B1OC(C(O1)(C)C)(C)C (2-[3-(2-Methoxy-ethoxy)-phenyl]-4,4,5,5-tetramethyl-[1,3,2]dioxaborolane). Solvent: C1CCOC1.O (THF H2O), ClCCl (dichloromethane), C(C)(=O)OCC (ethyl acetate). Conditions: temperature 100 celsius, time 1 hour. Product: N1=CN=C(C=C1)NC(=O)N1CC(C1)OC1=NC=C(C=C1)C1=CC(=CC=C1)OCCOC (3-{5-[3-(2-Methoxy-ethoxy)-phenyl]-pyridin-2-yloxy}-azetidine-1-carboxylic acid pyrimidin-4-ylamide). Yield: 45.6%. As a reaction SMILES: [CH3:1][O:2][CH2:3][CH2:4][O:5][C:6]1[CH:7]=[C:8](B2OC(C)(C)C(C)(C)O2)[CH:9]=[CH:10][CH:11]=1.[N:21]1[CH:26]=[CH:25][C:24]([NH:27][C:28]([N:30]2[CH2:33][CH:32]([O:34][C:35]3[CH:40]=[CH:39][C:38](I)=[CH:37][N:36]=3)[CH2:31]2)=[O:29])=[N:23][CH:22]=1.C(=O)([O-])[O-].[K+].[K+].[OH-].[Na+]>C1COCC1.O.C(OCC)(=O)C.ClCCl>[N:21]1[CH:26]=[CH:25][C:24]([NH:27][C:28]([N:30]2[CH2:31][CH:32]([O:34][C:35]3[CH:40]=[CH:39][C:38]([C:8]4[CH:9]=[CH:10][CH:11]=[C:6]([O:5][CH2:4][CH2:3][O:2][CH3:1])[CH:7]=4)=[CH:37][N:36]=3)[CH2:33]2)=[O:29])=[N:23][CH:22]=1 |f:2.3.4,5.6,7.8|. Procedure: A solution of 2-[3-(2-Methoxy-ethoxy)-phenyl]-4,4,5,5-tetramethyl-[1,3,2]dioxaborolane (Step 5, 109 mg, 0.39 mmol) in THF/H2O (10:1; 3 mL) was added to a microwave vial containing 3-(5-iodo-pyridin-2-yloxy)-azetidine-1-carboxylic acid pyrimidin-4-ylamide (step 4, 104 mg, 0.26 mmol) and potassium carbonate (108 mg, 0.786 mmol). Nitrogen gas was bubbled through the mixture for 5 mins then 1,1′-bis[(diphenylphosphino)-ferrocene]dichloropalladium(II) complex with CH2Cl2 (21 mg, 10 mole %) was added ... Reactants: COC1=CC=C(C=C1)C1=C(C2=C(S1)C=C(C=C2)OC)C(=O)C2=CC=C(C=C2)O ([2-(4-Methoxyphenyl)-6-methoxybenzo[b]thien-3-yl][4-hydroxyphenyl]methanone), BrCCCCCCCCBr (1,8-dibromooctane), C(=O)([O-])[O-].[K+].[K+] (K2CO3). The solvent is CC(CC)=O (2-butanone). Reaction conditions: time 3 hour. Product: COC1=CC=C(C=C1)C1=C(C2=C(S1)C=C(C=C2)OC)C(=O)C2=CC=C(C=C2)OCCCCCCCCBr ([2-(4-Methoxyphenyl)-6-methoxybenzo[b]thien-3-yl][4-(8-bromo-octyloxy)phenyl]methanone). As a reaction SMILES: [CH3:1][O:2][C:3]1[CH:8]=[CH:7][C:6]([C:9]2[S:13][C:12]3[CH:14]=[C:15]([O:18][CH3:19])[CH:16]=[CH:17][C:11]=3[C:10]=2[C:20]([C:22]2[CH:27]=[CH:26][C:25]([OH:28])=[CH:24][CH:23]=2)=[O:21])=[CH:5][CH:4]=1.[Br:29][CH2:30][CH2:31][CH2:32][CH2:33][CH2:34][CH2:35][CH2:36][CH2:37]Br.C([O-])([O-])=O.[K+].[K+]>CC(=O)CC>[CH3:1][O:2][C:3]1[CH:4]=[CH:5][C:6]([C:9]2[S:13][C:12]3[CH:14]=[C:15]([O:18][CH3:19])[CH:16]=[CH:17][C:11]=3[C:10]=2[C:20]([C:22]2[CH:23]=[CH:24][C:25]([O:28][CH2:37][CH2:36][CH2:35][CH2:34][CH2:33][CH2:32][CH2:31][CH2:30][Br:29])=[CH:26][CH:27]=2)=[O:21])=[CH:7][CH:8]=1 |f:2.3.4|. Procedure: 750 mg (1.92 mmol) of [2-(4-Methoxyphenyl)-6-methoxybenzo[b]thien-3-yl][4-hydroxyphenyl]methanone, 5.23 g (19.2 mmol) of 1,8-dibromooctane, and 2.66 mg (19.2 mmol) of K2CO3 were combined in 150 mL of 2-butanone. The reaction mixture was stirred and heated to reflux under a nitrogen atmosphere. The reaction was allowed to proceed for three hours, cooled to ambient temperature, and filtered. The solvent was removed by evaporation in vacuo to a yellow oil. The crude product was further purified by ... The reactants are ClC=1C=C2C=3C(CCCC3NC2=CC1)=O (6-chloro-4-oxo-1,2,3,4-tetrahydrocarbazole), C(O)(O)=O.NNC(=N)N (aminoguanidine bicarbonate). The solvent is C(C)(C)O (isopropanol), Cl (HCl). Conditions: temperature 80 celsius. Yields the product ClC=1C=C2C=3C(CCCC3NC2=CC1)=NNC(N)=N (2-(6-Chloro-1,2,3,9-tetrahydro-4H-carbazol-4-ylidene)hydrazine-carboximidamide). Yield: 49.0%. Reaction SMILES: [Cl:1][C:2]1[CH:3]=[C:4]2[C:12](=[CH:13][CH:14]=1)[NH:11][C:10]1[CH2:9][CH2:8][CH2:7][C:6](=O)[C:5]2=1.C(=O)(O)O.[NH2:20][NH:21][C:22]([NH2:24])=[NH:23]>C(O)(C)C.Cl>[Cl:1][C:2]1[CH:3]=[C:4]2[C:12](=[CH:13][CH:14]=1)[NH:11][C:10]1[CH2:9][CH2:8][CH2:7][C:6](=[N:20][NH:21][C:22](=[NH:23])[NH2:24])[C:5]2=1 |f:1.2|. Procedure details: A suspension of 6-chloro-4-oxo-1,2,3,4-tetrahydrocarbazole (21.9 mg, 0.1 mmol) in isopropanol and concentrated HCl (50 μL) is treated with aminoguanidine bicarbonate (20.4 μg, 0.15 mmol), heated at 80° C. for 4 h, cooled to room temperature and concentrated in vacuo. The resultant residue is purified by HPLC to give the title compound, 15.8 mg (49% yield), identified by mass spectral and HPLC analyses, (M+H) 276; retention time 3.72 min. Starting materials: C(C)OC(=O)C1=CN(C2=CC(=C(C=C2C1=O)F)F)C1=CC=C(C=C1)F (6,7-Difluoro-1-(4-fluorophenyl)-1,4-dihydro-4-oxo-quinoline-3-carboxylic acid ethyl ester), Cl (hydrochloric acid). Solvent: C(C)(=O)O (acetic acid). Yields the product FC=1C=C2C(C(=CN(C2=CC1F)C1=CC=C(C=C1)F)C(=O)O)=O (6,7-Difluoro-1-(4-fluorophenyl)-1,4-dihydro-4-oxo-quinoline-3-carboxylic acid). Yield: 85.0%. Reaction SMILES: C([O:3][C:4]([C:6]1[C:15](=[O:16])[C:14]2[C:9](=[CH:10][C:11]([F:18])=[C:12]([F:17])[CH:13]=2)[N:8]([C:19]2[CH:24]=[CH:23][C:22]([F:25])=[CH:21][CH:20]=2)[CH:7]=1)=[O:5])C.Cl>C(O)(=O)C>[F:17][C:12]1[CH:13]=[C:14]2[C:9](=[CH:10][C:11]=1[F:18])[N:8]([C:19]1[CH:20]=[CH:21][C:22]([F:25])=[CH:23][CH:24]=1)[CH:7]=[C:6]([C:4]([OH:5])=[O:3])[C:15]2=[O:16]. Procedure: 6,7-Difluoro-1-(4-fluorophenyl)-1,4-dihydro-4-oxo-quinoline-3-carboxylic acid ethyl ester (14.5 g, 42 mmol) was mixed with acetic acid (300 ml), treated with 1N hydrochloric acid (100 ml) and heated to 100° for 4 hours. The reaction mixture was cooled and filtered, and the precipitate washed with water and ethyl ether to provide the title product as a solid, m.p. 252°-256° (11.5 g, 36.0 mmol, 85% yield).